Dataset: the Open Reaction Database (ORD), a public repository of structured organic reaction records. Task: describe an organic reaction: reactants, conditions, products, and yield Starting materials: ClC=1C=C2CCC(C(C2=CC1)CC(=O)C1=CC=CC=C1)=O (6-chloro-1-phenacyl-2-tetralone), colorless crystals, NC1=CC=C(C(C(=O)O)=C1)O (5-aminosalicylic acid), CC(=O)OCC1=C2C=CC=CC2=C(C3=CC=CC=C31)COC(=O)C (acetic). The product is C(=O)(O)C=1C=C(C=CC1O)N1C(=CC=2C3=C(CCC12)C=C(C=C3)Cl)C3=CC=CC=C3 (3-(3-Carboxy-4-hydroxyphenyl)-7-chloro-4,5-dihydro-2-phenylbenz[e]indole). As a reaction SMILES: [Cl:1][C:2]1[CH:3]=[C:4]2[C:9](=[CH:10][CH:11]=1)[CH:8]([CH2:12][C:13]([C:15]1[CH:20]=[CH:19][CH:18]=[CH:17][CH:16]=1)=O)[C:7](=O)[CH2:6][CH2:5]2.[NH2:22][C:23]1[CH:31]=[C:27]([C:28]([OH:30])=[O:29])[C:26]([OH:32])=[CH:25][CH:24]=1.CC(OCC1C2C(=CC=CC=2)C(COC(C)=O)=C2C=1C=CC=C2)=O>>[C:28]([C:27]1[CH:31]=[C:23]([N:22]2[C:7]3[CH2:6][CH2:5][C:4]4[CH:3]=[C:2]([Cl:1])[CH:11]=[CH:10][C:9]=4[C:8]=3[CH:12]=[C:13]2[C:15]2[CH:16]=[CH:17][CH:18]=[CH:19][CH:20]=2)[CH:24]=[CH:25][C:26]=1[OH:32])([OH:30])=[O:29]. Reported procedure: A mixture of 10.1 g. (0.03 mole) of 6-chloro-1-phenacyl-2-tetralone, 4.5 g. (0.03 mole) of 5-aminosalicylic acid and 30 ml. of glacial acetic was heated under reflux for 70 minutes, cooled and filtered. The collected solid was washed with acetic acid and petroleum ether and recrystallized from acetonitrile to give 4.3 g. (59%) of colorless crystals, m.p. 249°-251°. Reactants: C1(CCCCC1)O (cyclohexanol), [Na] (sodium), O (Water), ClC1=NC=2CC(CC(C2C=C1)=O)(C)C (2-chloro-7,7-dimethyl-7,8-dihydro-6H-quinolin-5-one). Solvent: C(C)OCC (diethyl ether). Run at time 2.5 hour. Yields the product Cl.C1(CCCCC1)OC1=NC=2CC(CC(C2C=C1)=O)(C)C (2-Cyclohexyloxy-7,7-dimethyl-7,8-dihydro-6H-quinolin-5-one hydrochloride). Isolated yield 90.4%. Reaction SMILES: [CH:1]1([OH:7])[CH2:6][CH2:5][CH2:4][CH2:3][CH2:2]1.[Na].[Cl:9][C:10]1[CH:19]=[CH:18][C:17]2[C:16](=[O:20])[CH2:15][C:14]([CH3:22])([CH3:21])[CH2:13][C:12]=2[N:11]=1.O>C(OCC)C>[ClH:9].[CH:1]1([O:7][C:10]2[CH:19]=[CH:18][C:17]3[C:16](=[O:20])[CH2:15][C:14]([CH3:22])([CH3:21])[CH2:13][C:12]=3[N:11]=2)[CH2:6][CH2:5][CH2:4][CH2:3][CH2:2]1 |f:5.6,^1:7|. Procedure details: To a solution of cyclohexanol (0.2 g, 2.0 mmol) in diethyl ether (10 ml) was added sodium (0.035 g, 1.5 mmol) and it was stirred at room temperature for 2.5 h. Then 2-chloro-7,7-dimethyl-7,8-dihydro-6H-quinolin-5-one (0.21 g, 1.0 mmol) was added and the resulting mixture was stirred at 30° C. for 24 h. Water (12 ml) was added and the mixture was extracted with ethyl acetate (2×10 ml). The organic phase was washed with water (10 ml) and dried over magnesium sulphate, then it was filtered and evap... Product: C(F)(F)(F)C(F)(F)C(F)(F)OCC(F)(F)C(=O)O (CF3CF2CF2OCH2CF2COOH). Reported procedure: The crude product CF3CF2CF2OCH2CF2COF was rectified under nitrogen at ordinary pressure using a 10-stage Oldershaw rectification column to give 2020 g of CF3CF2CF2OCH2CF2COF. Its boiling point was 78° C. A 30-g portion of the CF3CF2CF2OCH2CF2COF obtained was hydrolyzed by gradually pouring the same into 30 g of dilute sulfuric acid with stirring. The product was washed several times with dilute sulfuric acid and then distilled under reduced pressure to give 20.5 g of pure CF3CF2CF2OCH2CF2COOH. T... RXN SMILES: [C:1]([C:5]([C:8]([O:11][CH2:12][C:13]([C:16](F)=[O:17])([F:15])[F:14])([F:10])[F:9])([F:7])[F:6])([F:4])([F:3])[F:2].S(=O)(=O)(O)[OH:20]>>[C:1]([C:5]([C:8]([O:11][CH2:12][C:13]([C:16]([OH:17])=[O:20])([F:14])[F:15])([F:9])[F:10])([F:6])[F:7])([F:2])([F:3])[F:4]. The reactants are C(F)(F)(F)C(F)(F)C(F)(F)OCC(F)(F)C(=O)F (CF3CF2CF2OCH2CF2COF), S(O)(O)(=O)=O (sulfuric acid). The reactants are Cc1c(C(=O)OCc2ccccc2)cc(Br)cc1[N+](=O)[O-], CCOC(C)=O, [Cl-], [NH4+], O. Product: Cc1c(N)cc(Br)cc1C(=O)OCc1ccccc1. Reaction SMILES: [CH2:1]([c:2]1[cH:3][cH:4][cH:5][cH:6][cH:7]1)[O:8][C:9]([c:10]1[c:11]([CH3:20])[c:12]([N+:17]([O-:18])=[O:19])[cH:13][c:14]([Br:16])[cH:15]1)=[O:21].[CH3:25][CH2:26][O:27][C:28]([CH3:29])=[O:30].[Cl-:23].[NH4+:24].[OH2:22]>>[CH2:1]([c:2]1[cH:3][cH:4][cH:5][cH:6][cH:7]1)[O:8][C:9]([c:10]1[c:11]([CH3:20])[c:12]([NH2:17])[cH:13][c:14]([Br:16])[cH:15]1)=[O:21]. The reactants are ClC1=C(C=CC=C1)S(=O)(=O)Cl (2-chlorobenzenesulfonyl chloride), OC1=CC=C2CCC(CC2=C1)N(C1CCN(CC1)C(=O)N1CCOCC1)CCC ({4-[(7-hydroxy-1,2,3,4-tetrahydro-naphthalen-2-yl)-propyl-amino]-piperidin-1-yl}-morpholin-4-yl-methanone), CCN(C(C)C)C(C)C (DIEA), solution. Solvent: C1CCOC1 (THF). Run at temperature 25 celsius, time 24 hour. Yields the product N1(CCOCC1)C(=O)N1CCC(CC1)N(C1CCC=2C=CC(=CC2C1)OS(=O)(=O)C1=C(C=CC=C1)Cl)CCC (2-Chloro-benzenesulfonic acid 7-{[1-(morpholine-4-carbonyl)-piperidin-4yl]-propyl-amino}-5,6,7,8-tetrahydro-naphthalen-2-yl ester). Reaction SMILES: [OH:1][C:2]1[CH:11]=[C:10]2[C:5]([CH2:6][CH2:7][CH:8]([N:12]([CH2:27][CH2:28][CH3:29])[CH:13]3[CH2:18][CH2:17][N:16]([C:19]([N:21]4[CH2:26][CH2:25][O:24][CH2:23][CH2:22]4)=[O:20])[CH2:15][CH2:14]3)[CH2:9]2)=[CH:4][CH:3]=1.CCN(C(C)C)C(C)C.[Cl:39][C:40]1[CH:45]=[CH:44][CH:43]=[CH:42][C:41]=1[S:46](Cl)(=[O:48])=[O:47]>C1COCC1>[N:21]1([C:19]([N:16]2[CH2:15][CH2:14][CH:13]([N:12]([CH2:27][CH2:28][CH3:29])[CH:8]3[CH2:9][C:10]4[CH:11]=[C:2]([O:1][S:46]([C:41]5[CH:42]=[CH:43][CH:44]=[CH:45][C:40]=5[Cl:39])(=[O:48])=[O:47])[CH:3]=[CH:4][C:5]=4[CH2:6][CH2:7]3)[CH2:18][CH2:17]2)=[O:20])[CH2:26][CH2:25][O:24][CH2:23][CH2:22]1. Procedure details: To a solution of {4-[(7-hydroxy-1,2,3,4-tetrahydro-naphthalen-2-yl)-propyl-amino]-piperidin-1-yl}-morpholin-4-yl-methanone (50 μmole in 420 μL DCM) was added 30 μL of DIEA followed by 220 μL of a 0.25M solution of 2-chlorobenzenesulfonyl chloride in THF. The solution was allowed to stir for 24 h at 25° C. under N2. Concentrated in vacuo. The final product was isolated by preparative RPHPLC (YMC Combiprep ODS-A column, 10-90% acetonitrile: water (0.1% TFA)) to afford 2-Chloro-benzenesulfonic acid... Procedure: Cyclopropylmethyl bromide (0.072 ml, 0.75 mmol) was added to a suspension (5.0 ml) of 5-hydroxy-1-(toluene-4-sulfonyl)-1H-indole-2-carboxylic acid ethyl ester (173 mg, 0.48 mmol) and potassium carbonate (276 mg, 1.0 mmol) in acetonitrile, and stirred at 80° C. for five hours. After cooling to room temperature, the reaction mixture was combined with ethyl acetate and water and extracted with ethyl acetate. The extract was washed with water and a saturated aqueous solution of sodium chloride, and ... Isolated yield 56.0%. Conditions: temperature 80 celsius, time 5 hour. RXN SMILES: [CH:1]1([CH2:4]Br)[CH2:3][CH2:2]1.[CH2:6]([O:8][C:9]([C:11]1[N:12]([S:21]([C:24]2[CH:29]=[CH:28][C:27]([CH3:30])=[CH:26][CH:25]=2)(=[O:23])=[O:22])[C:13]2[C:18]([CH:19]=1)=[CH:17][C:16]([OH:20])=[CH:15][CH:14]=2)=[O:10])[CH3:7].C(=O)([O-])[O-].[K+].[K+].C(OCC)(=O)C>C(#N)C.O>[CH2:6]([O:8][C:9]([C:11]1[N:12]([S:21]([C:24]2[CH:25]=[CH:26][C:27]([CH3:30])=[CH:28][CH:29]=2)(=[O:23])=[O:22])[C:13]2[C:18]([CH:19]=1)=[CH:17][C:16]([O:20][CH2:4][CH:1]1[CH2:3][CH2:2]1)=[CH:15][CH:14]=2)=[O:10])[CH3:7] |f:2.3.4|. Solvent: O (water), C(C)#N (acetonitrile). The reactants are C(C)(=O)OCC (ethyl acetate), C1(CC1)CBr (Cyclopropylmethyl bromide), C(C)OC(=O)C=1N(C2=CC=C(C=C2C1)O)S(=O)(=O)C1=CC=C(C=C1)C (5-hydroxy-1-(toluene-4-sulfonyl)-1H-indole-2-carboxylic acid ethyl ester), C([O-])([O-])=O.[K+].[K+] (potassium carbonate). Yields the product C(C)OC(=O)C=1N(C2=CC=C(C=C2C1)OCC1CC1)S(=O)(=O)C1=CC=C(C=C1)C (5-cyclopropylmethoxy-1-(toluene-4-sulfonyl)-1H-indole-2-carboxylic acid ethyl ester), material. The reactants are FC1=CC=C(C=C1)CC(=O)O ((4-fluorophenyl)acetic acid), C1(CC1)N (cyclopropylamine). Product: C1(CC1)NCCC1=CC=C(C=C1)F (Cyclopropyl-[2-(4-fluorophenyl)ethyl]amine). As a reaction SMILES: [F:1][C:2]1[CH:7]=[CH:6][C:5]([CH2:8][C:9](O)=O)=[CH:4][CH:3]=1.[CH:12]1([NH2:15])[CH2:14][CH2:13]1>>[CH:12]1([NH:15][CH2:9][CH2:8][C:5]2[CH:6]=[CH:7][C:2]([F:1])=[CH:3][CH:4]=2)[CH2:14][CH2:13]1. Reported procedure: Synthesized according to typical procedures C and D from (4-fluorophenyl)acetic acid and cyclopropylamine. Reactants: CN(C)C=O (DMF), FC(C1=C2C=CNC2=CC=C1C#N)(F)F (4-(trifluoromethyl)-1H-indole-5-carbonitrile), C(=O)([O-])[O-].[Cs+].[Cs+] (Cs2CO3), ClCC1=NOC(=N1)C1=CC(=CC=C1)C(F)(F)F (3-(chloromethyl)-5-[3-(trifluoromethyl)phenyl]-1,2,4-oxadiazole). Run in O (H2O). Conditions: temperature 90 celsius. Product: EtOAc hexanes, FC(C1=C2C=CN(C2=CC=C1C#N)CC1=NOC(=N1)C1=CC(=CC=C1)C(F)(F)F)(F)F (4-(Trifluoromethyl)-1-({5-[3-(trifluoromethyl)phenyl]-1,2,4-oxadiazol-3-yl}methyl)-1H-indole-5-carbonitrile). Reaction SMILES: CN(C=O)C.[F:6][C:7]([F:20])([F:19])[C:8]1[C:16]([C:17]#[N:18])=[CH:15][CH:14]=[C:13]2[C:9]=1[CH:10]=[CH:11][NH:12]2.C([O-])([O-])=O.[Cs+].[Cs+].Cl[CH2:28][C:29]1[N:33]=[C:32]([C:34]2[CH:39]=[CH:38][CH:37]=[C:36]([C:40]([F:43])([F:42])[F:41])[CH:35]=2)[O:31][N:30]=1>O>[F:20][C:7]([F:19])([F:6])[C:8]1[C:16]([C:17]#[N:18])=[CH:15][CH:14]=[C:13]2[C:9]=1[CH:10]=[CH:11][N:12]2[CH2:28][C:29]1[N:33]=[C:32]([C:34]2[CH:39]=[CH:38][CH:37]=[C:36]([C:40]([F:43])([F:41])[F:42])[CH:35]=2)[O:31][N:30]=1 |f:2.3.4|. Procedure details: A DMF solution (25 mL) of 4-(trifluoromethyl)-1H-indole-5-carbonitrile (2.66 mmol max) was treated with Cs2CO3 (1.73 g, 5.32 mmol) followed by 3-(chloromethyl)-5-[3-(trifluoromethyl)phenyl]-1,2,4-oxadiazole (0.699 g, 2.66 mmol). The resulting suspension was heated to 90° C. for 30 min. The cooled reaction mixture was diluted with H2O (25 mL) and then extracted with EtOAc (3×25 mL). The pooled organic portions were washed with H2O and brine. Drying (Na2SO4) and filtration were followed by concent...